Dataset: the Open Reaction Database (ORD), a public repository of structured organic reaction records. Task: describe an organic reaction: reactants, conditions, products, and yield Starting materials: ClCC1=NC2=CC(=C(C=C2C(=C1C(=O)OCC)C1=CC(=C(C=C1)OC)OC)OC)OC (ethyl 2-chloromethyl-4-(3,4-dimethoxyphenyl)-6,7-dimethoxyquinoline-3-carboxylate), CNC1=CC=CC=C1 (N-methylaniline). The product is COC=1C=C(C=CC1OC)C1=C(C(=NC2=CC(=C(C=C12)OC)OC)CN(C1=CC=CC=C1)C)C(=O)OCC (ethyl 4-(3,4-dimethoxyphenyl)-2-(N-methyl-N-phenylaminomethyl)-6,7-dimethoxyquinoline-3-carboxylate). As a reaction SMILES: Cl[CH2:2][C:3]1[C:12]([C:13]([O:15][CH2:16][CH3:17])=[O:14])=[C:11]([C:18]2[CH:23]=[CH:22][C:21]([O:24][CH3:25])=[C:20]([O:26][CH3:27])[CH:19]=2)[C:10]2[C:5](=[CH:6][C:7]([O:30][CH3:31])=[C:8]([O:28][CH3:29])[CH:9]=2)[N:4]=1.[CH3:32][NH:33][C:34]1[CH:39]=[CH:38][CH:37]=[CH:36][CH:35]=1>>[CH3:27][O:26][C:20]1[CH:19]=[C:18]([C:11]2[C:10]3[C:5](=[CH:6][C:7]([O:30][CH3:31])=[C:8]([O:28][CH3:29])[CH:9]=3)[N:4]=[C:3]([CH2:2][N:33]([CH3:32])[C:34]3[CH:39]=[CH:38][CH:37]=[CH:36][CH:35]=3)[C:12]=2[C:13]([O:15][CH2:16][CH3:17])=[O:14])[CH:23]=[CH:22][C:21]=1[O:24][CH3:25]. Reported procedure: According to the same manner as that described in Example 34, ethyl 2-chloromethyl-4-(3,4-dimethoxyphenyl)-6,7-dimethoxyquinoline-3-carboxylate was reacted with N-methylaniline to give ethyl 4-(3,4-dimethoxyphenyl)-2-(N-methyl-N-phenylaminomethyl)-6,7-dimethoxyquinoline-3-carboxylate. This compound was recrystallized from dichloromethane-hexane. Colorless prisms, mp. 194°-196° C. Starting materials: CCOC(C)=O, Cc1ccc2cc([N+](=O)[O-])ccc2n1. Product: Cc1ccc2cc(N)ccc2n1. Reaction SMILES: [CH3:15][CH2:16][O:17][C:18](=[O:19])[CH3:20].[CH3:1][c:2]1[n:3][c:4]2[cH:5][cH:6][c:7]([N+:12]([O-:13])=[O:14])[cH:8][c:9]2[cH:10][cH:11]1>>[CH3:1][c:2]1[n:3][c:4]2[cH:5][cH:6][c:7]([NH2:12])[cH:8][c:9]2[cH:10][cH:11]1. Product: Cl.COC([C@@H](N)CC1=CC(=C(C=C1)O)[N+](=O)[O-])=O (3-Nitro-L-tyrosine methyl ester hydrochloride). Isolated yield 42.9%. RXN SMILES: [C:1]([Cl:4])(=O)C.[N+:5]([C:8]1[CH:9]=[C:10]([CH:17]=[CH:18][C:19]=1[OH:20])[CH2:11][C@@H:12]([C:14]([OH:16])=[O:15])[NH2:13])([O-:7])=[O:6]>CO>[ClH:4].[CH3:1][O:15][C:14](=[O:16])[C@H:12]([CH2:11][C:10]1[CH:17]=[CH:18][C:19]([OH:20])=[C:8]([N+:5]([O-:7])=[O:6])[CH:9]=1)[NH2:13] |f:3.4|. Reactants: C(C)(=O)Cl (Acetyl chloride), [N+](=O)([O-])C=1C=C(C[C@H](N)C(=O)O)C=CC1O (3-Nitro-L-tyrosine). Reported procedure: Acetyl chloride (8.9 ml, 125 mmol) was added slowly to methanol (100 ml) at 0°. 3-Nitro-L-tyrosine (5.65 g, 25 mmol) was added and the mixture refluxed for 2 h. The solvent was evaporated in vacuo and the yellow solid obtained recrystallised from methanol to give the title compound as yellow needles (2.97 g, 43%), m.p. 200-201°. (Found: C, 43.29;H, 4.69; N, 10.19. C10H12N2O5HCl requires C, 43.41;H, 4.74; N, 10.13%); δH (CD3OD) 8.00 (1H, d, J 2.2 Hz, ArH), 7.53 (1H, dd, J 2.3, 8.6 Hz, ArH), 7.17 ... Solvent: CO (methanol). Reactants: N(=C=O)S(=O)(=O)OC1=C(C(=O)OCCCl)C=CC=C1 (2-chloroethyl 2-isocyanatosulfonyloxybenzoate), NC1=NC(=CC(=N1)OC)OC (2-amino-4,6-dimethoxypyrimidine), CCCCCCC (n-heptane). The solvent is ClCCl (dichloromethane), ClCCl (dichloromethane). Run at time 18 hour. Yields the product COC1=NC(=NC(=C1)OC)NC(NS(=O)(=O)OC1=C(C(=O)OCCCl)C=CC=C1)=O (2-chloroethyl 2-[3-(4,6-dimethoxypyrimidin-2-yl)ureidosulfonyloxy]-benzoate). The yield is 78.8%. As a reaction SMILES: [NH2:1][C:2]1[N:7]=[C:6]([O:8][CH3:9])[CH:5]=[C:4]([O:10][CH3:11])[N:3]=1.[N:12]([S:15]([O:18][C:19]1[CH:30]=[CH:29][CH:28]=[CH:27][C:20]=1[C:21]([O:23][CH2:24][CH2:25][Cl:26])=[O:22])(=[O:17])=[O:16])=[C:13]=[O:14].CCCCCCC>ClCCl>[CH3:9][O:8][C:6]1[CH:5]=[C:4]([O:10][CH3:11])[N:3]=[C:2]([NH:1][C:13](=[O:14])[NH:12][S:15]([O:18][C:19]2[CH:30]=[CH:29][CH:28]=[CH:27][C:20]=2[C:21]([O:23][CH2:24][CH2:25][Cl:26])=[O:22])(=[O:16])=[O:17])[N:7]=1. Procedure details: 2.02 g (0.013 mole) of 2-amino-4,6-dimethoxypyrimidine are dissolved in 80 ml of dichloromethane, and 4.28 g (0.014 mole) of 2-chloroethyl 2-isocyanatosulfonyloxybenzoate, dissolved in 20 ml of dichloromethane, are added at 0° C. The reaction mixture is stirred at room temperature for 18 hours and is then stirred into 600 ml of n-heptane. In this manner, 4.72 g (79% of theory) of 2-chloroethyl 2-[3-(4,6-dimethoxypyrimidin-2-yl)ureidosulfonyloxy]-benzoate of melting point 148°-150° C. are obtaine... Reactants: N1(CCNCC1)C1=CC(=C(C=C1)N)N (4-(piperazin-1-yl)-1, 2-phenylenediamine), [K+].[Br-] (KBr), C(=S)=S (carbon disulfide), C(C)O (ethanol). The solvent is O (water). Yields the product N1(CCNCC1)C1=CC2=C(NC(=N2)S)C=C1 (5-(Piperazin-1-yl)-2-mercapto-1H-benzimidazole). Yield: 84.3%. Reaction SMILES: [N:1]1([C:7]2[CH:12]=[CH:11][C:10]([NH2:13])=[C:9]([NH2:14])[CH:8]=2)[CH2:6][CH2:5][NH:4][CH2:3][CH2:2]1.[C:15](=S)=[S:16].C(O)C.[K+].[Br-]>O>[N:1]1([C:7]2[CH:12]=[CH:11][C:10]3[NH:13][C:15]([SH:16])=[N:14][C:9]=3[CH:8]=2)[CH2:6][CH2:5][NH:4][CH2:3][CH2:2]1 |f:3.4|. Reported procedure: 5-(Piperazin-1-yl)-2-mercapto-1H-benzimidazole (7.9 g, 85%) was prepared by an analogous procedure to that described in preparation 1 (step 5) using the diamine (8.0 g, 0.04 mol) (obtained in step 2 above), carbon disulfide (3.6 g, 0.048 mol), ethanol (40 nmL) and water (4 nmL). mp 260-261° C.; IR (KBr) 3350, 1498 cm-1 ; 1H NMR (DMSO-d6) δ 2.40 (s, 1H, SH), 3.00 (t, J=4.4 Hz, 4H, N(CH2)2), 3.50 (brs, 1H, NH), 4.42 (t, J=4.5 Hz, 4H, N(CH2)2), 6.68 (s, 1H), 6.85 (d, J=8.0 Hz, 1H), 7.03 (d, J=8.4 H... The reactants are O=C([O-])[O-], CN1CCCC1=O, COc1cc2c(Nc3ccc(Cl)cc3F)ncnc2cc1O, ClCCCOc1ccncc1, Cl, [K+], [K+], O. Product: COc1cc2c(Nc3ccc(Cl)cc3F)ncnc2cc1OCCCOc1ccncc1. Reaction SMILES: [C:35](=[O:36])([O-:37])[O-:38].[CH3:41][N:42]1[CH2:43][CH2:44][CH2:45][C:46]1=[O:47].[Cl:1][c:2]1[cH:3][c:4]([F:22])[c:5]([NH:6][c:7]2[n:8][cH:9][n:10][c:11]3[cH:12][c:13]([OH:19])[c:14]([O:17][CH3:18])[cH:15][c:16]23)[cH:20][cH:21]1.[Cl:24][CH2:25][CH2:26][CH2:27][O:28][c:29]1[cH:30][cH:31][n:32][cH:33][cH:34]1.[ClH:23].[K+:39].[K+:40].[OH2:48]>>[Cl:1][c:2]1[cH:3][c:4]([F:22])[c:5]([NH:6][c:7]2[n:8][cH:9][n:10][c:11]3[cH:12][c:13]([O:19][CH2:25][CH2:26][CH2:27][O:28][c:29]4[cH:30][cH:31][n:32][cH:33][cH:34]4)[c:14]([O:17][CH3:18])[cH:15][c:16]23)[cH:20][cH:21]1. Reaction conditions: time 18 hour. Starting materials: NC12CC3(CC(CC(C1)C3)C2)O (1-aminoadamantane-3-ol), ice water, [H-].[K+] (potassium hydride), IC (iodomethane). Procedure: To a stirred, ice-water chilled suspension of potassium hydride (0.680 gm; 5.95 mmol) in 15.0 ml of tetrahydrofuran is added a mixture of 1-aminoadamantane-3-ol (1.00 g; 5.95 mmol) and 15.0 ml of tetrahydrofuran dropwise over 30 minutes. The resulting mixture is then stirred for an addition 30 minutes and iodomethane (0.370 ml; 5.95 mmol) is then added dropwise over one minute. The resulting opaque white reaction is then stirred at room temperature for 18 hours. The mixture is then diluted with ... Product: COC12CC3(CC(CC(C1)C3)C2)N (3-methoxy-1-adamantylamine). Reaction SMILES: [H-].[K+].[NH2:3][C:4]12[CH2:13][CH:8]3[CH2:9][CH:10]([CH2:12][C:6]([OH:14])([CH2:7]3)[CH2:5]1)[CH2:11]2.I[CH3:16]>O1CCCC1.C(Cl)Cl>[CH3:16][O:14][C:6]12[CH2:12][CH:10]3[CH2:9][CH:8]([CH2:13][C:4]([NH2:3])([CH2:11]3)[CH2:5]1)[CH2:7]2 |f:0.1|. The solvent is O1CCCC1 (tetrahydrofuran), O1CCCC1 (tetrahydrofuran), C(Cl)Cl (methylene chloride).